From a dataset of the Open Reaction Database (ORD), a public repository of structured organic reaction records. describe an organic reaction: reactants, conditions, products, and yield The reactants are ClC1=C(C(=O)C2=CC(=C(C=C2)O)CC)C=CC=C1 (4-(2-chlorobenzoyl)-2-ethylphenol), BrBr (bromine). Reagents/catalysts: N1=CC=CC=C1 (pyridine). Solvent: C(Cl)Cl (CH2Cl2). Reaction conditions: time 48 hour. Product: BrC1=C(C(=CC(=C1)C(C1=C(C=CC=C1)Cl)=O)CC)O (2-Bromo-4-(2-chlorobenzoyl)-6-ethylphenol). The yield is 93.0%. RXN SMILES: [Cl:1][C:2]1[CH:18]=[CH:17][CH:16]=[CH:15][C:3]=1[C:4]([C:6]1[CH:11]=[CH:10][C:9]([OH:12])=[C:8]([CH2:13][CH3:14])[CH:7]=1)=[O:5].[Br:19]Br>C(Cl)Cl.N1C=CC=CC=1>[Br:19][C:10]1[CH:11]=[C:6]([C:4](=[O:5])[C:3]2[CH:15]=[CH:16][CH:17]=[CH:18][C:2]=2[Cl:1])[CH:7]=[C:8]([CH2:13][CH3:14])[C:9]=1[OH:12]. Reported procedure: At ambient temperature, to a stirred solution containing 4-(2-chlorobenzoyl)-2-ethylphenol (13.62 g, 52.24 mmol) and pyridine (0.25 mL, 3.23 mmol) in CH2Cl2 (870 mL) was added dropwise bromine (3.3 mL, 62.29 mmol). After 48 h, the reaction was washed with 10% aq. Na2SO4 (1×180 mL), H2O (2×350 mL), brine (1×300 mL), dried (Na2SO4) and concentrated to give 16.50 g (93%) of the title compound. 1H NMR: consistent. As a reaction SMILES: [CH3:1][O:2][CH2:3][CH2:4][OH:5].[H-].[Na+].[Cl:8][C:9]1[CH:10]=[C:11]([NH:16][C:17]2[C:26]3[C:21](=[CH:22][C:23](F)=[C:24]([N+:27]([O-:29])=[O:28])[CH:25]=3)[N:20]=[CH:19][N:18]=2)[CH:12]=[CH:13][C:14]=1[F:15].O>CS(C)=O>[Cl:8][C:9]1[CH:10]=[C:11]([NH:16][C:17]2[C:26]3[C:21](=[CH:22][C:23]([O:5][CH2:4][CH2:3][O:2][CH3:1])=[C:24]([N+:27]([O-:29])=[O:28])[CH:25]=3)[N:20]=[CH:19][N:18]=2)[CH:12]=[CH:13][C:14]=1[F:15] |f:1.2|. Reactants: O (water), COCCO (2-methoxyethanol), ClC=1C=C(C=CC1F)NC1=NC=NC2=CC(=C(C=C12)[N+](=O)[O-])F (N-(3-chloro-4-fluoro-phenyl)-7-fluoro-6-nitro-quinazolin-4-amine), [H-].[Na+] (sodium hydride). The yield is 99.8%. The solvent is CS(=O)C (dimethyl sulfoxide). Procedure: 2-methoxyethanol (152 mg, 2 mmol) was dissolved in 30 mL of dimethyl sulfoxide in an ice-water bath, followed by addition of 60% sodium hydride (80 mg, 2 mmol). The mixture was warmed up to 40° C. and stirred for 2 hours, then N-(3-chloro-4-fluoro-phenyl)-7-fluoro-6-nitro-quinazolin-4-amine 8a (336 mg, 1 mmol) was added. The reaction mixture was stirred for 4 hours at 40° C., then warmed up to 50° C. and stirred for 12 hours. The reaction mixture was added with water (20 mL), filtered and the fi... Product: ClC=1C=C(C=CC1F)NC1=NC=NC2=CC(=C(C=C12)[N+](=O)[O-])OCCOC (N-(3-chloro-4-fluoro-phenyl)-7-(2-methoxyethoxy)-6-nitro-quinazolin-4-amine). Run at temperature 40 celsius, time 2 hour. The reactants are EtOAc hexanes, C(C1=CC=CC=C1)OCC=CC=O (4-benzyloxy-but-2-enal), COC1=C2C=CN(C2=CC=C1)C (4-methoxy-1-methyl-1H-indole), C(=O)(C(F)(F)F)O (TFA), C(C1=CC=CC=C1)[C@H]1C(N([C@H](N1)C(C)(C)C)C)=O ((2S,5S)-5-benzyl-2-tert-butyl-3-methyl-imidazolidin-4-one). Solvent: C(Cl)Cl (CH2Cl2), C(C)(C)O (isopropanol). Yields the product C(C1=CC=CC=C1)OC[C@H](CC=O)C1=CN(C2=CC=CC(=C12)OC)C ((R)-4-Benzyloxy-3-(4-methoxy-1-methyl-1H-indol-3-yl)-butanal). Isolated yield 93.7%. RXN SMILES: [CH2:1]([O:8][CH2:9][CH:10]=[CH:11][CH:12]=[O:13])[C:2]1[CH:7]=[CH:6][CH:5]=[CH:4][CH:3]=1.[CH3:14][O:15][C:16]1[CH:24]=[CH:23][CH:22]=[C:21]2[C:17]=1[CH:18]=[CH:19][N:20]2[CH3:25].C(O)(C(F)(F)F)=O.C([C@@H]1N[C@H](C(C)(C)C)N(C)C1=O)C1C=CC=CC=1>C(Cl)Cl.C(O)(C)C>[CH2:1]([O:8][CH2:9][C@@H:10]([C:18]1[C:17]2[C:21](=[CH:22][CH:23]=[CH:24][C:16]=2[O:15][CH3:14])[N:20]([CH3:25])[CH:19]=1)[CH2:11][CH:12]=[O:13])[C:2]1[CH:7]=[CH:6][CH:5]=[CH:4][CH:3]=1. Reported procedure: Prepared according to the general procedure from 4-benzyloxy-but-2-enal (285 mg, 1.50 mmol), 4-methoxy-1-methyl-1H-indole (80.5 mg, 0.500 mmol), TFA (7.7 μL, 0.10 mmol) and (2S,5S)-5-benzyl-2-tert-butyl-3-methyl-imidazolidin-4-one (24.6 mg, 0.100 mmol) in CH2Cl2 (0.90 mL) and isopropanol (0.10 mL) at −87° C. for 19.5 h to provide, after silica gel chromatography (20:80 EtOAc/hexanes), the title compound as a colorless oil (158 mg, 90% yield, 94% ee). IR (film) 3081, 2961, 2850, 2730, 1719, 1608,... The reactants are CN(CCCNC)C (N,N,N'-trimethyl-1,3-propanediamine), C(CCCCCCCCCCCCCCC)(=O)Cl (palmitoyl chloride). Solvent: C(Cl)Cl (methylene chloride). Run at time 8 hour. Yields the product C(CCCCCCCCCCCCCCC)(=O)N(CCCN(C)C)C (N-Hexadecanoyl-N,N',N'-trimethyl-1,3-propanediamine). RXN SMILES: [CH3:1][N:2]([CH3:8])[CH2:3][CH2:4][CH2:5][NH:6][CH3:7].[C:9](Cl)(=[O:25])[CH2:10][CH2:11][CH2:12][CH2:13][CH2:14][CH2:15][CH2:16][CH2:17][CH2:18][CH2:19][CH2:20][CH2:21][CH2:22][CH2:23][CH3:24]>C(Cl)Cl>[C:9]([N:6]([CH3:7])[CH2:5][CH2:4][CH2:3][N:2]([CH3:8])[CH3:1])(=[O:25])[CH2:10][CH2:11][CH2:12][CH2:13][CH2:14][CH2:15][CH2:16][CH2:17][CH2:18][CH2:19][CH2:20][CH2:21][CH2:22][CH2:23][CH3:24]. Reported procedure: To a solution of N,N,N'-trimethyl-1,3-propanediamine (25 g, 0.22 mmole) in methylene chloride (500 mL) was added palmitoyl chloride (57 g, 0.20 mmole) dropwise over 4 hours. After the addition was complete the solvent was removed under reduced pressure. The residue was refluxed in diethyl ether (600 mL) overnight. A portion of the precipitate was collected by filtration and stirred in saturated aqueous sodium bicarbonate (500 mL) overnight. The reaction mixture was extracted three times with chl... Yields the product CC(C1=C(C=CC=C1)C(C(=O)OC)=COC)OC(=O)C1C(C1)C (Methyl alpha-[2-(1,2-dimethylcyclopropylcarbonyloxymethyl)-phenyl]-beta-methoxyacrylate). Procedure: A stirred solution of 3.8 g (27 mmol) of ethyl 1,2-dimethylcyclopropanecarboxylate and 1.6 g (29 mmol) of potassium hydroxide in 50 ml of ethanol was refluxed for 8 hours and then evaporated down. The solution was covered with a layer of diethyl ether, after which the resulting precipitate was separated off and washed with diethyl ether. Subsequent reaction of the resulting potassium salt of dimethylcyclopropanecarboxylic acid in 60 ml of N-methylpyrrolidone, at 100° C., with 4.2 g (15 mmol) of ... The reactants are CC1(C(C1)C)C(=O)OCC (ethyl 1,2-dimethylcyclopropanecarboxylate), [OH-].[K+] (potassium hydroxide), C(C)O (ethanol), BrCC1=C(C=CC=C1)C(C(=O)OC)=COC (methyl alpha-(2-bromomethylphenyl)-beta-methoxyacrylate). Yield: 69.0%. As a reaction SMILES: C[C:2]1([C:6]([O:8][CH2:9][CH3:10])=[O:7])[CH2:4][CH:3]1[CH3:5].[OH-].[K+].BrC[C:15]1[CH:20]=[CH:19][CH:18]=C[C:16]=1[C:21](=[CH:26][O:27][CH3:28])[C:22]([O:24][CH3:25])=[O:23].[CH2:29](O)C>>[CH3:29][CH:9]([O:8][C:6]([CH:2]1[CH2:4][CH:3]1[CH3:5])=[O:7])[C:10]1[CH:18]=[CH:19][CH:20]=[CH:15][C:16]=1[C:21](=[CH:26][O:27][CH3:28])[C:22]([O:24][CH3:25])=[O:23] |f:1.2|.